Dataset: the Open Reaction Database (ORD), a public repository of structured organic reaction records. Task: describe an organic reaction: reactants, conditions, products, and yield Starting materials: CC#N, CCOC(=O)N=NC(=O)OCC, COC(=O)CCc1ccc(N(CCO)C(=O)Nc2ccc3cnccc3c2)cc1, c1ccc(P(c2ccccc2)c2ccccc2)cc1. Product: COC(=O)CCc1ccc(N2CCN(c3ccc4cnccc4c3)C2=O)cc1. RXN SMILES: [CH3:61][C:62]#[N:63].[O:49]=[C:50]([O:51][CH2:52][CH3:53])[N:54]=[N:55][C:56]([O:57][CH2:58][CH3:59])=[O:60].[OH:1][CH2:2][CH2:3][N:4]([C:5](=[O:6])[NH:7][c:8]1[cH:9][c:10]2[cH:11][cH:12][n:13][cH:14][c:15]2[cH:16][cH:17]1)[c:18]1[cH:19][cH:20][c:21]([CH2:24][CH2:25][C:26](=[O:27])[O:28][CH3:29])[cH:22][cH:23]1.[c:30]1([P:31]([c:32]2[cH:33][cH:34][cH:35][cH:36][cH:37]2)[c:38]2[cH:39][cH:40][cH:41][cH:42][cH:43]2)[cH:44][cH:45][cH:46][cH:47][cH:48]1>>[CH2:2]1[CH2:3][N:4]([c:18]2[cH:19][cH:20][c:21]([CH2:24][CH2:25][C:26](=[O:27])[O:28][CH3:29])[cH:22][cH:23]2)[C:5](=[O:6])[N:7]1[c:8]1[cH:9][c:10]2[cH:11][cH:12][n:13][cH:14][c:15]2[cH:16][cH:17]1. Starting materials: C1CCOC1, CO, [Cl-], CCC1(CC(O)CO)CC(c2cccc(Cl)c2)C(c2ccc(Cl)cc2)N(C(CNS(=O)(=O)C2CC2)C2CC2)C1=O, [O-][I+3]([O-])([O-])[O-], [Na+], [Na+], O. The product is CCC1(CC=O)CC(c2cccc(Cl)c2)C(c2ccc(Cl)cc2)N(C(CNS(=O)(=O)C2CC2)C2CC2)C1=O. RXN SMILES: [CH2:50]1[O:51][CH2:52][CH2:53][CH2:54]1.[CH3:47][OH:48].[Cl-:55].[Cl:7][c:8]1[cH:9][c:10]([CH:14]2[CH2:15][C:16]([CH2:40][CH3:41])([CH2:42][CH:43]([CH2:44][OH:45])[OH:46])[C:17](=[O:39])[N:18]([CH:27]([CH2:28][NH:29][S:30](=[O:31])(=[O:32])[CH:33]3[CH2:34][CH2:35]3)[CH:36]3[CH2:37][CH2:38]3)[CH:19]2[c:20]2[cH:21][cH:22][c:23]([Cl:26])[cH:24][cH:25]2)[cH:11][cH:12][cH:13]1.[I+3:1]([O-:2])([O-:3])([O-:4])[O-:5].[Na+:56].[Na+:6].[OH2:49]>>[Cl:7][c:8]1[cH:9][c:10]([CH:14]2[CH2:15][C:16]([CH2:40][CH3:41])([CH2:42][CH:43]=[O:46])[C:17](=[O:39])[N:18]([CH:27]([CH2:28][NH:29][S:30](=[O:31])(=[O:32])[CH:33]3[CH2:34][CH2:35]3)[CH:36]3[CH2:37][CH2:38]3)[CH:19]2[c:20]2[cH:21][cH:22][c:23]([Cl:26])[cH:24][cH:25]2)[cH:11][cH:12][cH:13]1. Reactants: CC(=S)[S-], CCO, CCOC(=O)C(Cl)c1ccc(-c2ccccc2Cl)cc1, [Na+]. The product is CCOC(=O)C(SC(C)=S)c1ccc(-c2ccccc2Cl)cc1. As a reaction SMILES: [C:1]([CH3:2])(=[S:3])[S-:4].[CH3:26][CH2:27][OH:28].[Cl:6][CH:7]([C:8](=[O:9])[O:10][CH2:11][CH3:12])[c:13]1[cH:14][cH:15][c:16](-[c:19]2[c:20]([Cl:25])[cH:21][cH:22][cH:23][cH:24]2)[cH:17][cH:18]1.[Na+:5]>>[C:1]([CH3:2])(=[S:3])[S:4][CH:7]([C:8](=[O:9])[O:10][CH2:11][CH3:12])[c:13]1[cH:14][cH:15][c:16](-[c:19]2[c:20]([Cl:25])[cH:21][cH:22][cH:23][cH:24]2)[cH:17][cH:18]1. The reactants are CCO, C#CC(C)C(C(=O)OCC)C(C)C, [Na+], [OH-], O. Yields the product C#CC(C)C(C(=O)O)C(C)C. RXN SMILES: [CH3:16][CH2:17][OH:18].[CH:1]([CH3:2])([CH3:3])[CH:4]([C:5](=[O:6])[O:7][CH2:8][CH3:9])[CH:10]([C:11]#[CH:12])[CH3:13].[Na+:15].[OH-:14].[OH2:19]>>[CH:1]([CH3:2])([CH3:3])[CH:4]([C:5](=[O:6])[OH:7])[CH:10]([C:11]#[CH:12])[CH3:13]. Starting materials: CS(=O)(=O)C1CCNCC1, CCN(C(C)C)C(C)C, O=C(NCc1cn(-c2ccccc2)c2cc(Cl)ccc2c1=O)NC1CCN(C(=O)Oc2ccc([N+](=O)[O-])cc2)CC1, CN(C)C=O. Yields the product CS(=O)(=O)C1CCN(C(=O)N2CCC(NC(=O)NCc3cn(-c4ccccc4)c4cc(Cl)ccc4c3=O)CC2)CC1. RXN SMILES: [CH3:51][S:52](=[O:53])(=[O:54])[CH:55]1[CH2:56][CH2:57][NH:58][CH2:59][CH2:60]1.[CH:42]([N:43]([CH2:44][CH3:45])[CH:46]([CH3:47])[CH3:48])([CH3:49])[CH3:50].[Cl:1][c:2]1[cH:3][cH:4][c:5]2[c:6](=[O:41])[c:7]([CH2:18][NH:19][C:20]([NH:21][CH:22]3[CH2:23][CH2:24][N:25]([C:28]([O:30][c:29]4[cH:31][cH:32][c:33]([N+:34]([O-:35])=[O:36])[cH:37][cH:38]4)=[O:39])[CH2:26][CH2:27]3)=[O:40])[cH:8][n:9](-[c:12]3[cH:13][cH:14][cH:15][cH:16][cH:17]3)[c:10]2[cH:11]1.[O:61]=[CH:62][N:63]([CH3:64])[CH3:65]>>[Cl:1][c:2]1[cH:3][cH:4][c:5]2[c:6](=[O:41])[c:7]([CH2:18][NH:19][C:20]([NH:21][CH:22]3[CH2:23][CH2:24][N:25]([C:28](=[O:30])[N:58]4[CH2:57][CH2:56][CH:55]([S:52]([CH3:51])(=[O:53])=[O:54])[CH2:60][CH2:59]4)[CH2:26][CH2:27]3)=[O:40])[cH:8][n:9](-[c:12]3[cH:13][cH:14][cH:15][cH:16][cH:17]3)[c:10]2[cH:11]1. Run at temperature -78 celsius. Run in O1CCCC1 (tetrahydrofuran), O1CCCC1 (tetrahydrofuran). Reaction SMILES: [H-].[Na+].[CH2:3]([SH:8])[CH2:4][CH2:5][CH2:6][CH3:7].[Na].[Cl:10][CH2:11][CH2:12][CH2:13]I>O1CCCC1>[CH2:3]([S:8][CH2:13][CH2:12][CH2:11][Cl:10])[CH2:4][CH2:5][CH2:6][CH3:7] |f:0.1,^1:8|. Procedure: A suspension of sodium hydride (4.0 g, 100 mmole) in dry tetrahydrofuran (350 mL) under a nitrogen atmosphere was cooled in an ice bath. Pentyl mercaptan (10.8 g, 100 mmole) was added dropwise over 10 minutes. The resulting suspension of sodium alkylmercaptide was added in portions over 30 minutes to a stirred solution of 1-chloro-3-iodopropane (20.44 g, 100 mmole) in tetrahydrofuran (450 mL) that had been cooled to -78° C. The mixture was allowed to warm to ambient temperature overnight, then w... Isolated yield 59.0%. Yields the product C(CCCC)SCCCCl (3-chloropropyl pentyl sulfide). Starting materials: ClCCCI (1-chloro-3-iodopropane), [H-].[Na+] (sodium hydride), [Na] (sodium), C(CCCC)S (Pentyl mercaptan). Starting materials: C(#N)[BH3-].[Na+] (sodium cyanoborohydride), ClC=1C=C(C=CC1Cl)[C@H](CC=O)CN1N=NN=C1C1=CC=CC=C1 ((3S)-3-(3,4-dichlorophenyl)-4-(5-phenyltetrazol-1-yl)-butyraldehyde), N1CCC(CC1)N1C(NCCC1)=O (1-(piperidin-4-yl)tetrahydropyrimidin-2-one), C(C)(=O)O (acetic acid). Run in CO (methanol), CO (methanol), ClCCl (dichloromethane), CO (methanol), C([O-])(O)=O.[Na+] (sodium bicarbonate). Reaction conditions: time 40 minute. Yields the product Cl.Cl.ClC=1C=C(C=CC1Cl)[C@H](CCN1CCC(CC1)N1C(NCCC1)=O)CN1N=NN=C1C1=CC=CC=C1 (1-[1-[(3S)-3-(3,4-Dichlorophenyl)-4-(5-phenyltetrazol-1-yl)butyl]-piperidin-4-yl]tetrahydropyrimidin-2-one dihydrochloride). Isolated yield 185.8%. As a reaction SMILES: [Cl:1][C:2]1[CH:3]=[C:4]([C@@H:9]([CH2:13][N:14]2[C:18]([C:19]3[CH:24]=[CH:23][CH:22]=[CH:21][CH:20]=3)=[N:17][N:16]=[N:15]2)[CH2:10][CH:11]=O)[CH:5]=[CH:6][C:7]=1[Cl:8].[NH:25]1[CH2:30][CH2:29][CH:28]([N:31]2[CH2:36][CH2:35][CH2:34][NH:33][C:32]2=[O:37])[CH2:27][CH2:26]1.C(O)(=O)C.C([BH3-])#N.[Na+]>CO.ClCCl.C(=O)(O)[O-].[Na+]>[ClH:1].[ClH:1].[Cl:1][C:2]1[CH:3]=[C:4]([C@@H:9]([CH2:13][N:14]2[C:18]([C:19]3[CH:20]=[CH:21][CH:22]=[CH:23][CH:24]=3)=[N:17][N:16]=[N:15]2)[CH2:10][CH2:11][N:25]2[CH2:30][CH2:29][CH:28]([N:31]3[CH2:36][CH2:35][CH2:34][NH:33][C:32]3=[O:37])[CH2:27][CH2:26]2)[CH:5]=[CH:6][C:7]=1[Cl:8] |f:3.4,7.8,9.10.11|. Reported procedure: (3S)-3-(3,4-dichlorophenyl)-4-(5-phenyltetrazol-1-yl)-butyraldehyde (0.90 g) in methanol (6 mL) and dichloromethane (2 mL) was added to a solution of 1-(piperidin-4-yl)tetrahydropyrimidin-2-one (0.458 g) and acetic acid (0.14 mL) in methanol (5 mL). After 40 minutes, sodium cyanoborohydride (0.157 g) in methanol (5 mL) was added in a single portion. After being stirred for 2 hours, the reaction mixture was diluted with aqueous sodium bicarbonate, stirred for 30 minutes, and extracted with dichlo...